This data is from the Open Reaction Database (ORD), a public repository of structured organic reaction records. The task is: describe an organic reaction: reactants, conditions, products, and yield Starting materials: CN(C)C=O, [H-], [Na+], O, CCOC(=O)CCc1cn(Cc2ccc3cc(O)ccc3c2)cc1-c1ccccc1, ClCc1cccnc1. Yields the product CCOC(=O)CCc1cn(Cc2ccc3cc(OCc4cccnc4)ccc3c2)cc1-c1ccccc1. As a reaction SMILES: [CH3:42][N:43]([CH3:44])[CH:45]=[O:46].[H-:1].[Na+:2].[OH2:41].[OH:3][c:4]1[cH:5][c:6]2[cH:7][cH:8][c:9]([CH2:14][n:15]3[cH:16][c:17]([CH2:26][CH2:27][C:28](=[O:29])[O:30][CH2:31][CH3:32])[c:18](-[c:20]4[cH:21][cH:22][cH:23][cH:24][cH:25]4)[cH:19]3)[cH:10][c:11]2[cH:12][cH:13]1.[cH:33]1[c:34]([CH2:39][Cl:40])[cH:35][cH:36][cH:37][n:38]1>>[O:3]([c:4]1[cH:5][c:6]2[cH:7][cH:8][c:9]([CH2:14][n:15]3[cH:16][c:17]([CH2:26][CH2:27][C:28](=[O:29])[O:30][CH2:31][CH3:32])[c:18](-[c:20]4[cH:21][cH:22][cH:23][cH:24][cH:25]4)[cH:19]3)[cH:10][c:11]2[cH:12][cH:13]1)[CH2:39][c:34]1[cH:33][n:38][cH:37][cH:36][cH:35]1.